From a dataset of the Open Reaction Database (ORD), a public repository of structured organic reaction records. describe an organic reaction: reactants, conditions, products, and yield Starting materials: C(CCCC)[C@@H]1CC[C@H](CC1)CCC1=C(C(=C(C=C1)OCCCC)C#N)C#N (2-(trans-4-pentylcyclohexyl)-1-(2,3-dicyano-4-butyloxyphenyl)ethane), [Cl-].[Al+3].[Cl-].[Cl-] (aluminium chloride), [Cl-].[Na+] (sodium chloride). The solvent is O (water). Reaction conditions: temperature 150 celsius. Product: C(#N)C1=C(C=CC(=C1C#N)CC[C@@H]1CC[C@H](CC1)CCCCC)O (2,3-dicyano-4-[2-(trans-4-pentylcyclohexyl)ethyl]phenol). Isolated yield 32.0%. Reaction SMILES: [CH2:1]([C@H:6]1[CH2:11][CH2:10][C@H:9]([CH2:12][CH2:13][C:14]2[CH:19]=[CH:18][C:17]([O:20]CCCC)=[C:16]([C:25]#[N:26])[C:15]=2[C:27]#[N:28])[CH2:8][CH2:7]1)[CH2:2][CH2:3][CH2:4][CH3:5].[Cl-].[Al+3].[Cl-].[Cl-].[Cl-].[Na+]>O>[C:25]([C:16]1[C:15]([C:27]#[N:28])=[C:14]([CH2:13][CH2:12][C@H:9]2[CH2:8][CH2:7][C@H:6]([CH2:1][CH2:2][CH2:3][CH2:4][CH3:5])[CH2:11][CH2:10]2)[CH:19]=[CH:18][C:17]=1[OH:20])#[N:26] |f:1.2.3.4,5.6|. Procedure details: A finely powdered mixture was prepared from 2.2 g of 2-(trans-4-pentylcyclohexyl)-1-(2,3-dicyano-4-butyloxyphenyl)ethane, 1.4 g of anhydrous aluminium chloride and 0.3 g of sodium chloride and this mixture was heated to 150° C. on an oil-bath for 40 minutes under anhydrous conditions. The cooled mixture was treated with 250 ml of water and extracted three times with 50 ml of dichloromethane each time. The combined organic phases were washed with 250 ml of water, dried over magnesium sulphate and... Product: COc1cccnc1N1CCC(Cc2noc(-c3cc4cnccc4o3)n2)CC1. Reaction SMILES: [C:33]([OH:34])(=[O:35])[CH3:36].[CH3:22][O:23][c:24]1[c:25]([N+:30]([O-:31])=[O:32])[n:26][cH:27][cH:28][cH:29]1.[CH3:37][S:38]([CH3:39])=[O:40].[NH:1]1[CH2:2][CH2:3][CH:4]([CH2:7][c:8]2[n:9][o:10][c:11](-[c:13]3[cH:14][c:15]4[cH:16][n:17][cH:18][cH:19][c:20]4[o:21]3)[n:12]2)[CH2:5][CH2:6]1>>[N:1]1([c:25]2[c:24]([O:23][CH3:22])[cH:29][cH:28][cH:27][n:26]2)[CH2:2][CH2:3][CH:4]([CH2:7][c:8]2[n:9][o:10][c:11](-[c:13]3[cH:14][c:15]4[cH:16][n:17][cH:18][cH:19][c:20]4[o:21]3)[n:12]2)[CH2:5][CH2:6]1. The reactants are CC(=O)O, COc1cccnc1[N+](=O)[O-], CS(C)=O, c1cc2oc(-c3nc(CC4CCNCC4)no3)cc2cn1. The reactants are C(#N)C(C)(C)C=1C=C(C(=O)Cl)C=CC1 (3-(1-cyano-1-methylethyl)benzoyl chloride), NC=1C=C(OC=2C=CC=3N(C2)N=C(N3)NC(=O)C3CC3)C=CC1 (N-[6-(3-aminophenoxy)[1,2,4]triazolo[1,5-a]pyridin-2-yl]cyclopropanecarboxamide). The solvent is CN(C(C)=O)C (N,N-dimethylacetamide), C(C)(=O)OCC (ethyl acetate). Reaction conditions: time 8 hour. The product is C(#N)C(C)(C)C=1C=C(C(=O)NC2=CC(=CC=C2)OC=2C=CC=3N(C2)N=C(N3)NC(=O)C3CC3)C=CC1 (3-(1-cyano-1-methylethyl)-N-[3-({2-[(cyclopropylcarbonyl)amino][1,2,4]triazolo[1,5-a]pyridin-6-yl}oxy)phenyl]benzamide). Yield: 42.0%. As a reaction SMILES: [C:1]([C:3]([C:6]1[CH:7]=[C:8]([CH:12]=[CH:13][CH:14]=1)[C:9](Cl)=[O:10])([CH3:5])[CH3:4])#[N:2].[NH2:15][C:16]1[CH:17]=[C:18]([CH:35]=[CH:36][CH:37]=1)[O:19][C:20]1[CH:21]=[CH:22][C:23]2[N:24]([N:26]=[C:27]([NH:29][C:30]([CH:32]3[CH2:34][CH2:33]3)=[O:31])[N:28]=2)[CH:25]=1>CN(C)C(=O)C.C(OCC)(=O)C>[C:1]([C:3]([C:6]1[CH:7]=[C:8]([CH:12]=[CH:13][CH:14]=1)[C:9]([NH:15][C:16]1[CH:37]=[CH:36][CH:35]=[C:18]([O:19][C:20]2[CH:21]=[CH:22][C:23]3[N:24]([N:26]=[C:27]([NH:29][C:30]([CH:32]4[CH2:33][CH2:34]4)=[O:31])[N:28]=3)[CH:25]=2)[CH:17]=1)=[O:10])([CH3:5])[CH3:4])#[N:2]. Procedure: To a solution of 3-(1-cyano-1-methylethyl)benzoyl chloride synthesized above in N,N-dimethylacetamide (5.0 mL) was added N-[6-(3-aminophenoxy)[1,2,4]triazolo[1,5-a]pyridin-2-yl]cyclopropanecarboxamide (150 mg, 0.485 mmol) produced in Example B2(vii), and the mixture was stirred at room temperature for 8 hr. The reaction mixture was diluted with ethyl acetate (100 mL), washed with 5% aqueous sodium hydrogen carbonate solution (50 mL) and saturated brine (50 mL), and dried over anhydrous sodium su... The reactants are O1N=C(C=2CNCCC21)C(=O)OCC (Ethyl 4,5,6,7-tetrahydroisoxazolo[4,5-c]pyridine-3-carboxylate), ClC1=C(C=C(C=C1)N=C=O)Cl (1,2-dichloro-4-isocyanatobenzene). Solvent: C1(=CC=CC=C1)C (toluene). Yields the product ClC=1C=C(C=CC1Cl)NC(=O)N1CC2=C(CC1)ON=C2C(=O)OCC (Ethyl 5-(3,4-dichlorophenylcarbamoyl)-4,5,6,7-tetrahydroisoxazolo-[4,5-c]pyridine-3-carboxylate). As a reaction SMILES: [O:1]1[C:9]2[CH2:8][CH2:7][NH:6][CH2:5][C:4]=2[C:3]([C:10]([O:12][CH2:13][CH3:14])=[O:11])=[N:2]1.[Cl:15][C:16]1[CH:21]=[CH:20][C:19]([N:22]=[C:23]=[O:24])=[CH:18][C:17]=1[Cl:25]>C1(C)C=CC=CC=1>[Cl:25][C:17]1[CH:18]=[C:19]([NH:22][C:23]([N:6]2[CH2:7][CH2:8][C:9]3[O:1][N:2]=[C:3]([C:10]([O:12][CH2:13][CH3:14])=[O:11])[C:4]=3[CH2:5]2)=[O:24])[CH:20]=[CH:21][C:16]=1[Cl:15]. Procedure details: Ethyl 4,5,6,7-tetrahydroisoxazolo[4,5-c]pyridine-3-carboxylate (A-06) (for synthesis see above) (0.5 g, 2.55 mmol) was dissolved in toluene (25 ml), and 1,2-dichloro-4-isocyanatobenzene (0.48 g, 2.55 mmol) was added. The reaction mixture was refluxed for 2 h. Toluene was removed in vacuo, the residue was taken up in ethyl acetate and sat. sodium hydrogen carbonate solution, and the phases were separated. The aqueous phase was extracted with ethyl acetate, and then the combined organic phases wer... Reactants: FC(CNC(NC1=NN(N=C1)C1CC(CC1)C(=O)N)=S)(F)F (3-[4-(3-[2,2,2-trifluoroethyl]thioureido)-1,2,3-triazol-2-yl]cyclopentanecarboxamide), mercuric oxide, N (ammonia), FC(CN=C(NC1=NN(N=C1)C1CC(CC1)C(=O)N)N)(F)F (3-[4-(2-[2,2,2-trifluoroethyl]guanidino)-1,2,3-triazol-2-yl]cyclopentanecarboxamide), C(\C=C/C(=O)O)(=O)O (maleic acid). Solvent: CCOCC (ether), CC(=O)C (acetone), CCOC(=O)C (EtOAc). Conditions: time 3 hour. Product: C(\C=C/C(=O)O)(=O)O.FC(CN=C(NC1=NN(N=C1)C1CC(CC1)C(=O)N)N)(F)F (3-[4-(2-[2,2,2-trifluoroethyl]guanidino)-1,2,3-triazol-2-yl]cyclopentanecarboxamide maleate). As a reaction SMILES: FC(F)(F)CNC(=S)NC1C=NN(C2CCC(C(N)=O)C2)N=1.N.[F:24][C:25]([F:45])([F:44])[CH2:26][N:27]=[C:28]([NH2:43])[NH:29][C:30]1[CH:34]=[N:33][N:32]([CH:35]2[CH2:39][CH2:38][CH:37]([C:40]([NH2:42])=[O:41])[CH2:36]2)[N:31]=1.[C:46]([OH:53])(=[O:52])/[CH:47]=[CH:48]\[C:49]([OH:51])=[O:50]>CCOCC.CC(C)=O.CCOC(C)=O>[C:46]([OH:53])(=[O:52])/[CH:47]=[CH:48]\[C:49]([OH:51])=[O:50].[F:45][C:25]([F:24])([F:44])[CH2:26][N:27]=[C:28]([NH2:43])[NH:29][C:30]1[CH:34]=[N:33][N:32]([CH:35]2[CH2:39][CH2:38][CH:37]([C:40]([NH2:42])=[O:41])[CH2:36]2)[N:31]=1 |f:7.8|. Procedure details: A mixture of 3-[4-(3-[2,2,2-trifluoroethyl]thioureido)-1,2,3-triazol-2-yl]cyclopentanecarboxamide (0.34 g.), mercuric oxide (0.4 g.) and methanolic ammonia (6 M; 20 ml.) was stirred at room temperature for 3 hours. The mixture was kept at room temperature overnight, filtered, and evaporated to give 0.27 g. of 3-[4-(2-[2,2,2-trifluoroethyl]guanidino)-1,2,3-triazol-2-yl]cyclopentanecarboxamide. A sample in a small volume of EtOAc was treated with an equivalent of maleic acid in a small volume of a... Starting materials: BrC1=NN(C=C1)CC#N ((3-bromo-1H-pyrazol-1-yl)acetonitrile), CN1CCN(CC1)C1=NC(=NC(=C1)N1CC2=CC(=CC=C2CC1C)B1OC(C(O1)(C)C)(C)C)N (4-(4-methylpiperazin-1-yl)-6-[3-methyl-7-(4,4,5,5-tetramethyl-1,3,2-dioxaborolan-2-yl)-3,4-dihydroisoquinolin-2(1H)-yl]pyrimidin-2-amine), C([O-])([O-])=O.[Na+].[Na+] (sodium carbonate), N#N (N2). The reagents and catalysts are Cl[Pd](P(C(C)(C)C)(C(C)(C)C)C1=CC=C(C=C1)N(C)C)(P(C1=CC=C(C=C1)N(C)C)(C(C)(C)C)C(C)(C)C)Cl (dichloro(bis{di-tert-butyl[4-(dimethylamino)phenyl]phosphoranyl})palladium). The solvent is O1CCOCC1 (1,4-dioxane), O (water). Conditions: temperature 90 celsius, time 8 hour. Yields the product NC1=NC(=CC(=N1)N1CC2=CC(=CC=C2CC1C)C1=NN(C=C1)CC#N)N1CCN(CC1)C ((3-{2-[2-Amino-6-(4-methylpiperazin-1-yl)pyrimidin-4-yl]-3-methyl-1,2,3,4-tetrahydroisoquinolin-7-yl}-1H-pyrazol-1-yl)acetonitrile). Reaction SMILES: Br[C:2]1[CH:6]=[CH:5][N:4]([CH2:7][C:8]#[N:9])[N:3]=1.[CH3:10][N:11]1[CH2:16][CH2:15][N:14]([C:17]2[CH:22]=[C:21]([N:23]3[CH:32]([CH3:33])[CH2:31][C:30]4[C:25](=[CH:26][C:27](B5OC(C)(C)C(C)(C)O5)=[CH:28][CH:29]=4)[CH2:24]3)[N:20]=[C:19]([NH2:43])[N:18]=2)[CH2:13][CH2:12]1.C(=O)([O-])[O-].[Na+].[Na+].N#N>O1CCOCC1.O.Cl[Pd](Cl)(P(C(C)(C)C)(C(C)(C)C)C1C=CC(N(C)C)=CC=1)P(C1C=CC(N(C)C)=CC=1)(C(C)(C)C)C(C)(C)C>[NH2:43][C:19]1[N:20]=[C:21]([N:23]2[CH:32]([CH3:33])[CH2:31][C:30]3[C:25](=[CH:26][C:27]([C:2]4[CH:6]=[CH:5][N:4]([CH2:7][C:8]#[N:9])[N:3]=4)=[CH:28][CH:29]=3)[CH2:24]2)[CH:22]=[C:17]([N:14]2[CH2:15][CH2:16][N:11]([CH3:10])[CH2:12][CH2:13]2)[N:18]=1 |f:2.3.4|. Procedure: A mixture of (3-bromo-1H-pyrazol-1-yl)acetonitrile (14.4 mg, 0.0775 mmol), 4-(4-methylpiperazin-1-yl)-6-[3-methyl-7-(4,4,5,5-tetramethyl-1,3,2-dioxaborolan-2-yl)-3,4-dihydroisoquinolin-2(1H)-yl]pyrimidin-2-amine (18.0 mg, 0.0388 mmol), dichloro(bis{di-tert-butyl[4-(dimethylamino)phenyl]phosphoranyl})palladium (1.0 mg, 0.0014 mmol), and sodium carbonate (8.22 mg, 0.0775 mmol) in 1,4-dioxane (0.5 mL) and water (0.1 mL) was vacuumed and refilled with N2 for 3 times and then stirred at 90° C. overni...